From a dataset of the Open Reaction Database (ORD), a public repository of structured organic reaction records. describe an organic reaction: reactants, conditions, products, and yield The reactants are BrC=1C=C(C=CC1)C(C\C(=N/O)\C1=CC=NC=C1)C1=CC=CC=C1 ((E)-3-(3-Bromo-phenyl)-3-phenyl-1-pyridin-4-yl-propan-1-one oxime), C(C)(C)O (isopropanol). Run in CCCCCCC (n-heptane). Yields the product BrC=1C=C(C=CC1)C(CC(=NO)C1=CC=NC=C1)CC (3-(3-bromo-phenyl)-1-pyridin-4-yl-pentan-1-one oxime). RXN SMILES: [Br:1][C:2]1[CH:3]=[C:4]([CH:8]([C:19]2C=CC=C[CH:20]=2)[CH2:9]/[C:10](/[C:13]2[CH:18]=[CH:17][N:16]=[CH:15][CH:14]=2)=[N:11]\[OH:12])[CH:5]=[CH:6][CH:7]=1.C(O)(C)C>CCCCCCC>[Br:1][C:2]1[CH:3]=[C:4]([CH:8]([CH2:19][CH3:20])[CH2:9][C:10]([C:13]2[CH:14]=[CH:15][N:16]=[CH:17][CH:18]=2)=[N:11][OH:12])[CH:5]=[CH:6][CH:7]=1. Procedure details: As a byproduct from the crude reaction mixture of example 12, step 2, HPLC separation (Chiralpak AD column, 10% isopropanol in n-heptane) provided 3-(3-bromo-phenyl)-1-pyridin-4-yl-pentan-1-one oxime as a mixture of E and Z isomers (4:1) as a colorless oil, MS (ESI+): m/z=333.0 ([M+H]+, 1Br).